From a dataset of the Open Reaction Database (ORD), a public repository of structured organic reaction records. describe an organic reaction: reactants, conditions, products, and yield Starting materials: O=C([O-])[O-], Cc1cc(C(=O)NCc2ccc(C(=N)N)cc2)c(C)n1-c1ccc(F)cc1, CCCOC(=O)Cl, Cl, [K+], [K+], C1CCOC1, O. Product: CCCOC(=O)N=C(N)c1ccc(CNC(=O)c2cc(C)n(-c3ccc(F)cc3)c2C)cc1. As a reaction SMILES: [C:29](=[O:30])([O-:31])[O-:32].[C:2]([NH2:3])(=[NH:4])[c:5]1[cH:6][cH:7][c:8]([CH2:11][NH:12][C:13](=[O:14])[c:15]2[c:16]([CH3:28])[n:17](-[c:21]3[cH:22][cH:23][c:24]([F:27])[cH:25][cH:26]3)[c:18]([CH3:20])[cH:19]2)[cH:9][cH:10]1.[Cl:35][C:36](=[O:37])[O:38][CH2:39][CH2:40][CH3:41].[ClH:1].[K+:33].[K+:34].[O:43]1[CH2:44][CH2:45][CH2:46][CH2:47]1.[OH2:42]>>[C:2](=[N:3][C:36](=[O:37])[O:38][CH2:39][CH2:40][CH3:41])([NH2:4])[c:5]1[cH:6][cH:7][c:8]([CH2:11][NH:12][C:13](=[O:14])[c:15]2[c:16]([CH3:28])[n:17](-[c:21]3[cH:22][cH:23][c:24]([F:27])[cH:25][cH:26]3)[c:18]([CH3:20])[cH:19]2)[cH:9][cH:10]1. The reactants are CC(=O)O, ClCCl, O=Cc1cccc(F)c1, NCC1(c2c[nH]c3ccccc23)CC1. The product is Fc1cccc(C2NCC3(CC3)c3c2[nH]c2ccccc32)c1. Reaction SMILES: [CH3:27][C:28](=[O:29])[OH:30].[Cl:24][CH2:25][Cl:26].[F:15][c:16]1[cH:17][c:18]([CH:19]=[O:20])[cH:21][cH:22][cH:23]1.[nH:1]1[cH:2][c:3]([C:10]2([CH2:13][NH2:14])[CH2:11][CH2:12]2)[c:4]2[cH:5][cH:6][cH:7][cH:8][c:9]12>>[nH:1]1[c:2]2[c:3]([c:4]3[cH:5][cH:6][cH:7][cH:8][c:9]13)[C:10]1([CH2:11][CH2:12]1)[CH2:13][NH:14][CH:19]2[c:18]1[cH:17][c:16]([F:15])[cH:23][cH:22][cH:21]1. Yields the product CCc1nc2cc3c(cc2s1)CCN(CCCSc1nnc(-c2ocnc2C)n1C)CC3, Cl. Reactants: CCc1nc2cc3c(cc2s1)CCNCC3, Cc1ncoc1-c1nnc(SCCCCl)n1C. As a reaction SMILES: [CH2:1]([CH3:2])[c:3]1[s:4][c:5]2[cH:6][c:7]3[c:8]([cH:14][c:15]2[n:16]1)[CH2:9][CH2:10][NH:11][CH2:12][CH2:13]3.[Cl:17][CH2:18][CH2:19][CH2:20][S:21][c:22]1[n:23][n:24][c:25](-[c:28]2[c:29]([CH3:33])[n:30][cH:31][o:32]2)[n:26]1[CH3:27]>>[CH2:1]([CH3:2])[c:3]1[s:4][c:5]2[cH:6][c:7]3[c:8]([cH:14][c:15]2[n:16]1)[CH2:9][CH2:10][N:11]([CH2:18][CH2:19][CH2:20][S:21][c:22]1[n:23][n:24][c:25](-[c:28]2[c:29]([CH3:33])[n:30][cH:31][o:32]2)[n:26]1[CH3:27])[CH2:12][CH2:13]3.[ClH:17]. Reactants: C(C1=CC=CC=C1)N1C=NC2=CC(=C(C=C2C1=O)OC1CCC2(OCCO2)CC1)OC (3-benzyl-3,4-dihydro-4-oxo-6-(1,4-dioxa-spiro[4.5]decan-8-yl-oxy)-7-methoxy-quinazoline), [H][H] (hydrogen). The reagents and catalysts are [Pd] (palladium on activated charcoal). The solvent is C(C)(=O)O (acetic acid). Yields the product O=C1NC=NC2=CC(=C(C=C12)OC1CCC2(OCCO2)CC1)OC (3,4-dihydro-4-oxo-6-(1,4-dioxa-spiro[4.5]decan-8-yl-oxy)-7-methoxy-quinazoline). As a reaction SMILES: C([N:8]1[C:17](=[O:18])[C:16]2[C:11](=[CH:12][C:13]([O:30][CH3:31])=[C:14]([O:19][CH:20]3[CH2:29][CH2:28][C:23]4([O:27][CH2:26][CH2:25][O:24]4)[CH2:22][CH2:21]3)[CH:15]=2)[N:10]=[CH:9]1)C1C=CC=CC=1.[H][H]>C(O)(=O)C.[Pd]>[O:18]=[C:17]1[C:16]2[C:11](=[CH:12][C:13]([O:30][CH3:31])=[C:14]([O:19][CH:20]3[CH2:21][CH2:22][C:23]4([O:24][CH2:25][CH2:26][O:27]4)[CH2:28][CH2:29]3)[CH:15]=2)[N:10]=[CH:9][NH:8]1. Procedure: 16.0 g 3-benzyl-3,4-dihydro-4-oxo-6-(1,4-dioxa-spiro[4.5]decan-8-yl-oxy)-7-methoxy-quinazoline in 150 ml glacial acetic acid are hydrogenated in the presence of 1.6 g palladium on activated charcoal (10% Pd) at 60° C. at a hydrogen pressure of 50 psi. The catalyst is filtered off and the filtrate is evaporated down, combined with toluene and evaporated down again. The residue is mixed with water and made slightly alkaline with saturated sodium hydrogen carbonate solution. The precipitate is suct... The reactants are CC=1C=NC=C(C(=O)OC)C1 (methyl 5-methylnicotinate), [H][H] (hydrogen), Cl (HCl). Reagents/catalysts: O=[Pt]=O (PtO2). The solvent is CO (methanol). Product: CC1CC(CNC1)C(=O)OC (methyl 5-methylpiperidine-3-carboxylate). Reaction SMILES: [CH3:1][C:2]1[CH:3]=[N:4][CH:5]=[C:6]([CH:11]=1)[C:7]([O:9][CH3:10])=[O:8].Cl.[H][H]>CO.O=[Pt]=O>[CH3:1][CH:2]1[CH2:3][NH:4][CH2:5][CH:6]([C:7]([O:9][CH3:10])=[O:8])[CH2:11]1. Procedure details: To methyl 5-methylnicotinate (2 g), PtO2 (100 mg) was added. The reaction flask was put under vacuum, and 125 N HCl in methanol (15 mL) was added. The reaction was put under 40 psi hydrogen gas and shaked overnight. The reaction mixture was filtered through celite and concentrated under vacuo. The crude product was progressed to the next step without further purification. Starting materials: C(C)(C)(C)O[C@H](C(=O)OCC)C=1C(=NC(=C(C1N1CCC(CC1)(C)C)C1=CC=C(C=C1)OCCC1=CC(=C(C=C1)F)C)C)C ((S)-ethyl 2-(tert-butoxy)-2-(4-(4,4-dimethylpiperidin-1-yl)-5-(4-(4-fluoro-3-methylphenethoxy)phenyl)-2,6-dimethylpyridin-3-yl)acetate), [Li+].[OH-] (LiOH). Solvent: CCO.O (EtOH H2O). Yields the product C(C)(C)(C)O[C@H](C(=O)O)C=1C(=NC(=C(C1N1CCC(CC1)(C)C)C1=CC=C(C=C1)OCCC1=CC(=C(C=C1)F)C)C)C ((S)-2-(tert-butoxy)-2-(4-(4,4-dimethylpiperidin-1-yl)-5-(4-(4-fluoro-3-methylphenethoxy)phenyl)-2,6-dimethylpyridin-3-yl)acetic acid). The yield is 89.7%. As a reaction SMILES: [C:1]([O:5][C@@H:6]([C:12]1[C:13]([CH3:44])=[N:14][C:15]([CH3:43])=[C:16]([C:26]2[CH:31]=[CH:30][C:29]([O:32][CH2:33][CH2:34][C:35]3[CH:40]=[CH:39][C:38]([F:41])=[C:37]([CH3:42])[CH:36]=3)=[CH:28][CH:27]=2)[C:17]=1[N:18]1[CH2:23][CH2:22][C:21]([CH3:25])([CH3:24])[CH2:20][CH2:19]1)[C:7]([O:9]CC)=[O:8])([CH3:4])([CH3:3])[CH3:2].[Li+].[OH-]>CCO.O>[C:1]([O:5][C@@H:6]([C:12]1[C:13]([CH3:44])=[N:14][C:15]([CH3:43])=[C:16]([C:26]2[CH:27]=[CH:28][C:29]([O:32][CH2:33][CH2:34][C:35]3[CH:40]=[CH:39][C:38]([F:41])=[C:37]([CH3:42])[CH:36]=3)=[CH:30][CH:31]=2)[C:17]=1[N:18]1[CH2:23][CH2:22][C:21]([CH3:25])([CH3:24])[CH2:20][CH2:19]1)[C:7]([OH:9])=[O:8])([CH3:4])([CH3:3])[CH3:2] |f:1.2,3.4|. Reported procedure: A mixture of (S)-ethyl 2-(tert-butoxy)-2-(4-(4,4-dimethylpiperidin-1-yl)-5-(4-(4-fluoro-3-methylphenethoxy)phenyl)-2,6-dimethylpyridin-3-yl)acetate (0.035 g, 0.058 mmol) and LiOH (0.014 g, 0.579 mmol) in 9:1 EtOH/H2O (2 mL) was refluxed for 3 h. Then, cooled and purified by prep-HPLC to afford (S)-2-(tert-butoxy)-2-(4-(4,4-dimethylpiperidin-1-yl)-5-(4-(4-fluoro-3-methylphenethoxy)phenyl)-2,6-dimethylpyridin-3-yl)acetic acid (0.0298 g, 0.052 mmol, 89% yield) as white solid. 1H NMR (500 MHz, CDCl3... Starting materials: C(O)([O-])=O.[Na+] (sodium hydrogencarbonate), FC1=CC=C(C(=O)OC(C)(C)C)C=C1 (tert-butyl 4-fluorobenzoate), C([O-])([O-])=O.[K+].[K+] (potassium carbonate), N1CCC(CC1)CCC(=O)OC (Methyl 3-(piperidin-4-yl)propanoate). The solvent is CN(C=O)C (N,N-dimethylformamide), C(C)(=O)OCC (ethyl acetate). Run at temperature 120 celsius, time 16 hour. Yields the product COC(CCC1CCN(CC1)C1=CC=C(C(=O)OC(C)(C)C)C=C1)=O (tert-Butyl 4-[4-(3-methoxy-3-oxopropyl)piperidin-1-yl]benzoate). The yield is 32.7%. Reaction SMILES: [NH:1]1[CH2:6][CH2:5][CH:4]([CH2:7][CH2:8][C:9]([O:11][CH3:12])=[O:10])[CH2:3][CH2:2]1.F[C:14]1[CH:26]=[CH:25][C:17]([C:18]([O:20][C:21]([CH3:24])([CH3:23])[CH3:22])=[O:19])=[CH:16][CH:15]=1.C(=O)([O-])[O-].[K+].[K+].C(=O)([O-])O.[Na+]>CN(C)C=O.C(OCC)(=O)C>[CH3:12][O:11][C:9](=[O:10])[CH2:8][CH2:7][CH:4]1[CH2:5][CH2:6][N:1]([C:14]2[CH:26]=[CH:25][C:17]([C:18]([O:20][C:21]([CH3:22])([CH3:23])[CH3:24])=[O:19])=[CH:16][CH:15]=2)[CH2:2][CH2:3]1 |f:2.3.4,5.6|. Procedure: Methyl 3-(piperidin-4-yl)propanoate (WO2004/92124 A2) (206 mg, 1.11 mmol) was dissolved in N,N-dimethylformamide (10 mL), tert-butyl 4-fluorobenzoate (141 mg, 1.11 mmol) and potassium carbonate (100 mg, 1.11 mmol) were added, and the mixture was stirred at 120° C. under a nitrogen atmosphere for 16 hours. After the reaction was completed, a saturated aqueous sodium hydrogencarbonate solution was added to the reaction mixture under ice cooling, and ethyl acetate was further added to separate the ... Reactants: C1CCOC1, Clc1nc(-c2ccccc2)c(-c2ccccc2)o1, O=C(O)CS. Yields the product O=C(O)C(S)c1nc(-c2ccccc2)c(-c2ccccc2)o1. RXN SMILES: [CH2:24]1[O:25][CH2:26][CH2:27][CH2:28]1.[Cl:6][c:7]1[o:8][c:9](-[c:18]2[cH:19][cH:20][cH:21][cH:22][cH:23]2)[c:10](-[c:12]2[cH:13][cH:14][cH:15][cH:16][cH:17]2)[n:11]1.[OH:1][C:2](=[O:3])[CH2:4][SH:5]>>[OH:1][C:2](=[O:3])[CH:4]([SH:5])[c:7]1[o:8][c:9](-[c:18]2[cH:19][cH:20][cH:21][cH:22][cH:23]2)[c:10](-[c:12]2[cH:13][cH:14][cH:15][cH:16][cH:17]2)[n:11]1. Isolated yield 26.1%. The reactants are C(=C)(C)N1C(N(C2=C1C=CC=C2)CC2=NC1=C(N2CCC(C)C)C=CC(=C1)C#N)=O (2-(3-Isopropenyl-2-oxo-2,3-dihydro-benzoimidazol-1-ylmethyl)-1-(3-methyl-butyl)-1H-benzoimidazole-5-carbonitrile), Cl.NO (hydroxylaminehydrochloride), C(=O)([O-])[O-].[K+].[K+] (K2CO3). Yields the product ONC(=N)C1=CC2=C(N(C(=N2)CN2C(N(C3=C2C=CC=C3)C(=C)C)=O)CCC(C)C)C=C1 (N-hydroxy-2-(3-isopropenyl-2-oxo-2,3-dihydro-benzoimidazol-1-ylmethyl)-1-(3-methyl-butyl)-1H-benzoimidazole-5-carboxamidine). Run in CCO (EtOH). Reaction SMILES: [C:1]([N:4]1[C:8]2[CH:9]=[CH:10][CH:11]=[CH:12][C:7]=2[N:6]([CH2:13][C:14]2[N:18]([CH2:19][CH2:20][CH:21]([CH3:23])[CH3:22])[C:17]3[CH:24]=[CH:25][C:26]([C:28]#[N:29])=[CH:27][C:16]=3[N:15]=2)[C:5]1=[O:30])([CH3:3])=[CH2:2].Cl.[NH2:32][OH:33].C([O-])([O-])=O.[K+].[K+]>CCO>[OH:33][NH:32][C:28]([C:26]1[CH:25]=[CH:24][C:17]2[N:18]([CH2:19][CH2:20][CH:21]([CH3:22])[CH3:23])[C:14]([CH2:13][N:6]3[C:7]4[CH:12]=[CH:11][CH:10]=[CH:9][C:8]=4[N:4]([C:1]([CH3:3])=[CH2:2])[C:5]3=[O:30])=[N:15][C:16]=2[CH:27]=1)=[NH:29] |f:1.2,3.4.5|. Procedure: 2-(3-Isopropenyl-2-oxo-2,3-dihydro-benzoimidazol-1-ylmethyl)-1-(3-methyl-butyl)-1H-benzoimidazole-5-carbonitrile (110 mg, 0.275 mmol) was treated with hydroxylaminehydrochloride (57 mg, 0.275 mmol), K2CO3 (55.3 mg, 0.4 mmol) and heated to reflux in EtOH(10 ml) for 6 h. The solvent was removed and the residue dissolved in CH2Cl2 and washed with H2O. The solvent was removed to give 31 mg (26%) of N-hydroxy-2-(3-isopropenyl-2-oxo-2,3-dihydro-benzoimidazol-1-ylmethyl)-1-(3-methyl-butyl)-1H-benzoimid... Reactants: IC=1C=CC(N(C1)C(C)C)=O (5-iodo-1-isopropylpyridin-2(1H)-one), C(=O)C1=CC=C(S1)B(O)O (5-formylthiophen-2-yl boronic acid), C(=O)([O-])[O-].[Na+].[Na+] (Na2CO3). The reagents and catalysts are C=1C=CC(=CC1)[P](C=2C=CC=CC2)(C=3C=CC=CC3)[Pd]([P](C=4C=CC=CC4)(C=5C=CC=CC5)C=6C=CC=CC6)([P](C=7C=CC=CC7)(C=8C=CC=CC8)C=9C=CC=CC9)[P](C=1C=CC=CC1)(C=1C=CC=CC1)C=1C=CC=CC1 (Pd(PPh3)4). The solvent is C1(=CC=CC=C1)C (toluene), C(C)O (ethanol). Reaction conditions: temperature 100 celsius. The product is C(C)(C)N1C=C(C=CC1=O)C1=CC=C(S1)C=O (5-(1-isopropyl-6-oxo-1,6-dihydropyridin-3-yl)thiophene-2-carbaldehyde). The yield is 53.5%. RXN SMILES: I[C:2]1[CH:3]=[CH:4][C:5](=[O:11])[N:6]([CH:8]([CH3:10])[CH3:9])[CH:7]=1.[CH:12]([C:14]1[S:18][C:17](B(O)O)=[CH:16][CH:15]=1)=[O:13].C([O-])([O-])=O.[Na+].[Na+]>C1(C)C=CC=CC=1.C(O)C.C1C=CC([P]([Pd]([P](C2C=CC=CC=2)(C2C=CC=CC=2)C2C=CC=CC=2)([P](C2C=CC=CC=2)(C2C=CC=CC=2)C2C=CC=CC=2)[P](C2C=CC=CC=2)(C2C=CC=CC=2)C2C=CC=CC=2)(C2C=CC=CC=2)C2C=CC=CC=2)=CC=1>[CH:8]([N:6]1[C:5](=[O:11])[CH:4]=[CH:3][C:2]([C:17]2[S:18][C:14]([CH:12]=[O:13])=[CH:15][CH:16]=2)=[CH:7]1)([CH3:10])[CH3:9] |f:2.3.4,^1:41,43,62,81|. Reported procedure: To a stirred solution of 5-iodo-1-isopropylpyridin-2(1H)-one (0.41 g, 1.55 mmol) in toluene (5 mL) and ethanol (2 mL) was added 5-formylthiophen-2-yl boronic acid (0.289 g, 1.87 mmol), 2M Na2CO3 (0.495 g, 4.67 mmol), and Pd(PPh3)4 (0.09 g, 0.07 mmol). The mixture was purged with argon and heated at 100° C. for about 2 h. The mixture was concentrated, diluted with water (50 mL), and extracted with ethyl acetate (2×200 mL). The combined organic extracts were washed with brine solution (20 mL), dri...